From a dataset of the Open Reaction Database (ORD), a public repository of structured organic reaction records. describe an organic reaction: reactants, conditions, products, and yield Reactants: N1N=CC(=C1)C=[N+](C)C (4-pyrazolylmethylenedimethylammonium), ice, P(=O)(Cl)(Cl)Cl (phosphorus oxychloride), CN(C=O)C (dimethylformamide), ClC1=CC=C(C=C1)NN=C(C)C=1OC(=CC1)[N+](=O)[O-] (5-nitro-2-acetylfuran-p-chlorophenylhydrazone). Run in O (water). Run at time 30 minute. The product is ClC1=CC=C(C=C1)N1N=C(C(=C1)C=O)C=1OC(=CC1)[N+](=O)[O-] (1-(p-chlorophenyl)-3-(5-nitro-2-furyl)pyrazole-4-carboxaldehyde). Yield: 92.0%. RXN SMILES: P(Cl)(Cl)(Cl)=O.CN(C)[CH:8]=[O:9].[Cl:11][C:12]1[CH:17]=[CH:16][C:15]([NH:18][N:19]=[C:20]([C:22]2[O:23][C:24]([N+:27]([O-:29])=[O:28])=[CH:25][CH:26]=2)[CH3:21])=[CH:14][CH:13]=1.N1C=C(C=[N+](C)C)[CH:32]=N1>O>[Cl:11][C:12]1[CH:13]=[CH:14][C:15]([N:18]2[CH:32]=[C:21]([CH:8]=[O:9])[C:20]([C:22]3[O:23][C:24]([N+:27]([O-:29])=[O:28])=[CH:25][CH:26]=3)=[N:19]2)=[CH:16][CH:17]=1. Reported procedure: Add 37 g of phosphorus oxychloride dropwise to 153 ml of dimethylformamide at from 10° to 20° C. Stir the thus-obtained admixture for 30 minutes at room temperature before adding 18.3 g of 5-nitro-2-acetylfuran-p-chlorophenylhydrazone in portions, thus causing the temperature to rise to 40° C. Stir for 4 additional hours at 40° C and then pour the solution containing the 4-pyrazolylmethylenedimethylammonium salt onto 1 kg of ice and water. Heat the so-cooled solution for 1 hour at 40° C, and the... Reactants: NNC(=O)N (semicarbazide), Cl (hydrogen chloride), ClC1=CC=C(C(=O)NN)C=C1 (4-chlorobenzhydrazide), C(C)N=C=O (ethylisocyanate), ClC1=CC=C(C(=O)NNC(=O)NCC)C=C1 (1-(4-chlorobenzoyl)-4-ethyl semicarbazide). Solvent: [OH-].[Na+] (sodium hydroxide), O1CCCC1 (tetrahydrofuran). Reaction conditions: temperature 10 celsius, time 30 minute. Product: ClC1=CC=C(C=C1)C1N=NC(N1CC)=O (3-(4-chlorophenyl)-4-ethyl-1,2,4-triazolin-5-one). Yield: 93.5%. Reaction SMILES: ClC1C=CC(C(NN)=O)=CC=1.C(N=C=O)C.[Cl:17][C:18]1[CH:32]=[CH:31][C:21]([C:22]([NH:24][NH:25][C:26]([NH:28][CH2:29][CH3:30])=[O:27])=O)=[CH:20][CH:19]=1.NNC(N)=O.Cl>O1CCCC1.[OH-].[Na+]>[Cl:17][C:18]1[CH:32]=[CH:31][C:21]([CH:22]2[N:28]([CH2:29][CH3:30])[C:26](=[O:27])[N:25]=[N:24]2)=[CH:20][CH:19]=1 |f:6.7|. Procedure: To a suspension of 4-chlorobenzhydrazide (98.5 g, 0.05 mole) in tetrahydrofuran (100 ml) at room temperature ethylisocyanate (4.2 g, 0.05 mole) was added slowly with magnetic stirring. The reaction was slightly exothermic and the reaction mixture turned to a thick paste. Stirring was continued an additional 30 min after which the solid was collected by suction-filtration and washed with a small amount of tetrahydrofuran and dried to provide 11.6 g (96.6% yield), of 1-(4-chlorobenzoyl)-4-ethyl se... The reactants are CC1C=C2CC(=O)CCC2(C=O)C2CCC3(C)C(=O)CCC3C12, CCO. The product is CC1CC2CC(=O)CCC2(C=O)C2CCC3(C)C(=O)CCC3C12. As a reaction SMILES: [CH3:1][CH:2]1[CH:3]2[CH:4]3[CH2:5][CH2:6][C:7](=[O:23])[C:8]3([CH3:9])[CH2:10][CH2:11][CH:12]2[C:13]2([CH:21]=[O:22])[CH2:14][CH2:15][C:16](=[O:20])[CH2:17][C:18]2=[CH:19]1.[CH3:24][CH2:25][OH:26]>>[CH3:1][CH:2]1[CH:3]2[CH:4]3[CH2:5][CH2:6][C:7](=[O:23])[C:8]3([CH3:9])[CH2:10][CH2:11][CH:12]2[C:13]2([CH:21]=[O:22])[CH2:14][CH2:15][C:16](=[O:20])[CH2:17][CH:18]2[CH2:19]1. The reactants are C(C1=CC=CC=C1)OC(CC(CNC(=O)OCC1=CC=CC=C1)O)=O (4-benzyloxycarbonylamino-3-hydroxy-butyric acid benzyl ester), CS(=O)(=O)Cl (methanesulfonyl chloride). Yields the product C(C1=CC=CC=C1)OC(CC(CNC(=O)OCC1=CC=CC=C1)OS(=O)(=O)C)=O (4-Benzyloxycarbonylamino-3-methanesulfonyloxy-butyric acid benzyl ester). RXN SMILES: [CH2:1]([O:8][C:9](=[O:25])[CH2:10][CH:11]([OH:24])[CH2:12][NH:13][C:14]([O:16][CH2:17][C:18]1[CH:23]=[CH:22][CH:21]=[CH:20][CH:19]=1)=[O:15])[C:2]1[CH:7]=[CH:6][CH:5]=[CH:4][CH:3]=1.[CH3:26][S:27](Cl)(=[O:29])=[O:28]>>[CH2:1]([O:8][C:9](=[O:25])[CH2:10][CH:11]([O:24][S:27]([CH3:26])(=[O:29])=[O:28])[CH2:12][NH:13][C:14]([O:16][CH2:17][C:18]1[CH:19]=[CH:20][CH:21]=[CH:22][CH:23]=1)=[O:15])[C:2]1[CH:7]=[CH:6][CH:5]=[CH:4][CH:3]=1. Procedure: 4-Benzyloxycarbonylamino-3-methanesulfonyloxy-butyric acid benzyl ester was prepared by an analogous procedure as described in example 26i) starting from 6.7 g (19.6 mmol) 4-benzyloxycarbonylamino-3-hydroxy-butyric acid benzyl ester and 1.84 ml (1.2 equiv.) methanesulfonyl chloride. 4-Benzyloxycarbonylamino-3-methanesulfonyloxy-butyric acid benzyl ester was obtained in crude form as yellow oil. Yield: 8.5 g. The product is C(C)OC(=O)N(C)CC1OCCN(C1)C1=C(C(=C(C(=O)C(C(=O)OCC)=CNC2CC2)C=C1F)F)F (ethyl 2-[4-[2-(N-ethoxycarbonyl-N-methylaminomethyl)morpholino]-2,3,5-trifluorobenzoyl]-3-cyclopropylaminoacrylate). Starting materials: ( 2 ), C(C)OC(=O)N(C)CC1OCCN(C1)C1=C(C(=C(C(=O)CC(=O)OCC)C=C1F)F)F (ethyl 4-[2-(N-ethoxycarbonyl-N-methylaminomethyl)morpholino]-2,3,5-trifluorobenzoylacetate), COC(N(C)C)OC (dimethylformamide dimethylacetal), C1(=CC=CC=C1)C (toluene). Procedure: 4.14 (2H, q, J=7Hz), 7.08-7.52 (1H, m) (2) A solution of 4.46 g of ethyl 4-[2-(N-ethoxycarbonyl-N-methylaminomethyl)morpholino]-2,3,5-trifluorobenzoylacetate, 1.85 g of dimethylformamide dimethylacetal and 20 ml of toluene is refluxed for 6 hours. The reaction mixture is concentrated under reduced pressure and to the obtained residue is added 20 ml of ethanol. After the addition of 0.94 g of cyclopropylamine with ice-cooling, the mixture is stirred at room temperature for 3 hours. The reaction m... The yield is 89.0%. RXN SMILES: [CH2:1]([O:3][C:4]([N:6]([CH2:8][CH:9]1[CH2:14][N:13]([C:15]2[C:28]([F:29])=[CH:27][C:18]([C:19]([CH2:21][C:22]([O:24][CH2:25][CH3:26])=[O:23])=[O:20])=[C:17]([F:30])[C:16]=2[F:31])[CH2:12][CH2:11][O:10]1)[CH3:7])=[O:5])[CH3:2].CO[CH:34](OC)[N:35]([CH3:37])C.[C:40]1(C)C=CC=C[CH:41]=1>>[CH2:1]([O:3][C:4]([N:6]([CH2:8][CH:9]1[CH2:14][N:13]([C:15]2[C:28]([F:29])=[CH:27][C:18]([C:19]([C:21](=[CH:37][NH:35][CH:34]3[CH2:41][CH2:40]3)[C:22]([O:24][CH2:25][CH3:26])=[O:23])=[O:20])=[C:17]([F:30])[C:16]=2[F:31])[CH2:12][CH2:11][O:10]1)[CH3:7])=[O:5])[CH3:2]. Reaction conditions: time 3 hour. The reactants are C#CCC(CCCC)OC(=O)c1ccccc1, CCOC(C)=O, CO, [K+], [OH-], O. The product is C#CCC(O)CCCC. RXN SMILES: [C:1](=[O:2])([c:3]1[cH:4][cH:5][cH:6][cH:7][cH:8]1)[O:9][CH:10]([CH2:11][C:12]#[CH:13])[CH2:14][CH2:15][CH2:16][CH3:17].[CH3:20][CH2:21][O:22][C:23](=[O:24])[CH3:25].[CH3:27][OH:28].[K+:19].[OH-:18].[OH2:26]>>[OH:9][CH:10]([CH2:11][C:12]#[CH:13])[CH2:14][CH2:15][CH2:16][CH3:17].